Dataset: the Open Reaction Database (ORD), a public repository of structured organic reaction records. Task: describe an organic reaction: reactants, conditions, products, and yield Starting materials: [C@@H]1(C[C@H](O)[C@@H](CO)O1)N1C(=O)NC(=O)C(C)=C1 (thymidine), NC1=NC(=C2N=CN(C2=N1)NCCC)C (2-Amino-6-methylpropylamino-9H-purine), Purine nucleoside, F[C@H]1C[C@@H](O[C@@H]1CO)N1C(=O)NC(=O)C=C1 (2',3'-dideoxy-3'-fluorouridine), [N-]=[N+]=[N-].[K+] (potassium azide). The solvent is CO (MeOH), P(=O)([O-])([O-])[O-].[K+].[K+].[K+] (potassium phosphate). Conditions: temperature 45 celsius, time 8 day. Yields the product NC1=NC(=C2N=CN(C2=N1)[C@H]1C[C@@H]([C@H](O1)CO)F)N(CCC)C (2-amino-9-(2,3-dideoxy-3-fluoro-β-D-erythro-pentofuranosyl)-6-(methylpropylamino)-9H-purine). Isolated yield 56.0%. Reaction SMILES: [NH2:1][C:2]1[N:10]=[C:9]2[C:5]([N:6]=[CH:7][N:8]2NCCC)=[C:4](C)[N:3]=1.[F:16][C@@H:17]1[C@@H:21]([CH2:22][OH:23])[O:20][C@@H:19](N2C=CC(=O)NC2=O)[CH2:18]1.[N-]=[N+]=[N-].[K+].[C@@H:36]1([N:44]2C=C(C)C(=O)N[C:45]2=O)O[C@H](CO)[C@@H:38](O)[CH2:37]1>P([O-])([O-])([O-])=O.[K+].[K+].[K+].CO>[NH2:1][C:2]1[N:10]=[C:9]2[C:5]([N:6]=[CH:7][N:8]2[C@@H:19]2[O:20][C@H:21]([CH2:22][OH:23])[C@@H:17]([F:16])[CH2:18]2)=[C:4]([N:44]([CH3:45])[CH2:36][CH2:37][CH3:38])[N:3]=1 |f:2.3,5.6.7.8|. Procedure details: 2-Amino-6-methylpropylamino-9H-purine (0.54 g, 2.6 mmoles) and 2',3'-dideoxy-3'-fluorouridine (0.50 g, 2.2 mmoles) were suspended in potassium phosphate buffer, (50 ml, 10 mM), pH 7.0, containing 0.04% potassium azide. Purine nucleoside phosphorylase (1120 I.U.) and thymidine phosphorylase (10,000 I.U.) (Krenitsky et al., Biochemistry, 20, 3615 (1981) and U.S. Pat. No. 4,381,344) immobilized on DEAE cellulose was added to the reaction and the suspension was stirred at 45° C. After 8 days, MeOH (... Starting materials: OCCCC1=C(C=CC=C1)CC(=O)O ([2-(3-hydroxypropyl)phenyl]acetic acid), S(O)(O)(=O)=O (sulfuric acid), C(C)O (ethanol). The product is OCCCC1=C(C=CC=C1)CC(=O)OCC (Ethyl [2-(3-Hydroxypropyl)-phenyl]acetate). As a reaction SMILES: [OH:1][CH2:2][CH2:3][CH2:4][C:5]1[CH:10]=[CH:9][CH:8]=[CH:7][C:6]=1[CH2:11][C:12]([OH:14])=[O:13].S(=O)(=O)(O)O.[CH2:20](O)[CH3:21]>>[OH:1][CH2:2][CH2:3][CH2:4][C:5]1[CH:10]=[CH:9][CH:8]=[CH:7][C:6]=1[CH2:11][C:12]([O:14][CH2:20][CH3:21])=[O:13]. Procedure details: A solution of [2-(3-hydroxypropyl)phenyl]acetic acid (48.6 g., 0.25 mole) and sulfuric acid (3 ml.) in ethanol (400 ml.) is heated at reflux for 6 hours. Workup as described in Example 25, Step A(3) yields the title compound. Starting materials: CN(C)C=O, CC1(C(=O)NC(CC2CCCCC2)CN2CCN(c3ccccc3O)CC2)CCCCC1, [H-], [Na+]. Yields the product CC1(C(=O)O)CCCCC1. Reaction SMILES: [CH3:35][N:36]([CH3:37])[CH:39]=[O:38].[CH:3]1([CH2:4][CH:5]([NH:6][C:26](=[O:27])[C:28]2([CH3:34])[CH2:29][CH2:30][CH2:31][CH2:32][CH2:33]2)[CH2:7][N:8]2[CH2:9][CH2:10][N:11]([c:12]3[cH:13][cH:14][cH:15][cH:16][c:17]3[OH:18])[CH2:19][CH2:20]2)[CH2:21][CH2:22][CH2:23][CH2:24][CH2:25]1.[H-:1].[Na+:2]>>[C:26]([OH:27])([C:28]1([CH3:34])[CH2:29][CH2:30][CH2:31][CH2:32][CH2:33]1)=[O:38].